Dataset: the Open Reaction Database (ORD), a public repository of structured organic reaction records. Task: describe an organic reaction: reactants, conditions, products, and yield The reactants are CO, CCI, N#CSc1c(C#N)nn(-c2c(Br)cc(C(F)(F)F)cc2Br)c1N. Yields the product CSc1c(C#N)nn(-c2c(Br)cc(C(F)(F)F)cc2Br)c1N. Reaction SMILES: [CH3:27][OH:28].[I:24][CH2:25][CH3:26].[NH2:1][c:2]1[c:3]([S:21][C:22]#[N:23])[c:4]([C:19]#[N:20])[n:5][n:6]1-[c:7]1[c:8]([Br:18])[cH:9][c:10]([C:14]([F:15])([F:16])[F:17])[cH:11][c:12]1[Br:13]>>[NH2:1][c:2]1[c:3]([S:21][CH3:22])[c:4]([C:19]#[N:20])[n:5][n:6]1-[c:7]1[c:8]([Br:18])[cH:9][c:10]([C:14]([F:15])([F:16])[F:17])[cH:11][c:12]1[Br:13]. Starting materials: C1CCC(C1)S (Cyclopentylthiol), C1(CCCCC1)S(=O)(=O)C1=CC=C(CC2=C(N(C3=CC=C(C=C23)F)CC(=O)O)C)C=C1 (2-(3-(4-(Cyclohexylsulfonyl)benzyl)-5-fluoro-2-methyl-1H-indol-1-yl)acetic Acid). Yields the product C1(CCCC1)S(=O)(=O)C1=CC=C(CC2=C(N(C3=CC=C(C=C23)F)CC(=O)O)C)C=C1 (2-(3-(4-(Cyclopentylsulfonyl)benzyl)-5-fluoro-2-methyl-1H-indol-1-yl)acetic Acid). RXN SMILES: C1CC(S)CC1.[CH:7]1([S:13]([C:16]2[CH:37]=[CH:36][C:19]([CH2:20][C:21]3[C:29]4[C:24](=[CH:25][CH:26]=[C:27]([F:30])[CH:28]=4)[N:23]([CH2:31][C:32]([OH:34])=[O:33])[C:22]=3[CH3:35])=[CH:18][CH:17]=2)(=[O:15])=[O:14])[CH2:12][CH2:11][CH2:10][CH2:9]C1>>[CH:7]1([S:13]([C:16]2[CH:37]=[CH:36][C:19]([CH2:20][C:21]3[C:29]4[C:24](=[CH:25][CH:26]=[C:27]([F:30])[CH:28]=4)[N:23]([CH2:31][C:32]([OH:34])=[O:33])[C:22]=3[CH3:35])=[CH:18][CH:17]=2)(=[O:14])=[O:15])[CH2:9][CH2:10][CH2:11][CH2:12]1. Reported procedure: Cyclopentylthiol was used a starting material in Procedure A, otherwise this compound was prepared in a similar manner to Compound 6, using Procedures A, E, F, G, K & L. The reactants are CCOC(=O)/N=N/C(=O)OCC (DEAD), [N+](=O)([O-])C1=CC=C(C(=O)O)C=C1 (p-nitrobenzoic acid), FC1=C(C=C(C=C1)F)[C@@]1(OC1)[C@@H](C)O (1(R)-[2(S)-(2,5-Difluoro-phenyl)-oxiranyl]-ethanol), C1(=CC=CC=C1)P(C1=CC=CC=C1)C1=CC=CC=C1 (triphenylphosphine). Solvent: C1CCOC1 (THF), C1CCOC1 (THF). Run at temperature 0 celsius. Product: FC1=C(C=C(C=C1)F)[C@@]1(OC1)[C@H](C)O (1(S)-[2(S)-(2,5-Difluoro-phenyl)-oxiranyl]-ethanol). The yield is 53.0%. As a reaction SMILES: CCOC(/N=N/C(OCC)=O)=O.[N+](C1C=CC(C(O)=O)=CC=1)([O-])=O.[F:25][C:26]1[CH:31]=[CH:30][C:29]([F:32])=[CH:28][C:27]=1[C@@:33]1([C@H:36]([OH:38])[CH3:37])[CH2:35][O:34]1.C1(P(C2C=CC=CC=2)C2C=CC=CC=2)C=CC=CC=1>C1COCC1>[F:25][C:26]1[CH:31]=[CH:30][C:29]([F:32])=[CH:28][C:27]=1[C@@:33]1([C@@H:36]([OH:38])[CH3:37])[CH2:35][O:34]1. Procedure: DEAD (870 mg; 2 mmol) and p-nitrobenzoic acid (337 mg; 2 mmol) were dissolved in dry THF (3 ml) and the solution was cooled to 0° C. Then 1(R)-[2(S)-(2,5-Difluoro-phenyl)-oxiranyl]-ethanol (100 mg; 0.5 mmol) and triphenylphosphine (524 mg; 2 mmol) is dissolved in dry THF (10 ml) were added dropwise at such a rate to maintain the temperature below 10° C. The mixture was then allowed to react to completion at 20° C. for 20 hours. Half of the solvent was removed under reduced pressure. The reaction... Starting materials: C=CCC1CCCC(O[Si](c2ccccc2)(c2ccccc2)C(C)(C)C)C1, CCOCC, [O-][I+3]([O-])([O-])[O-], [Na+], O. The product is CC(C)(C)[Si](OC1CCCC(CC=O)C1)(c1ccccc1)c1ccccc1. RXN SMILES: [CH2:1]([CH:2]=[CH2:3])[CH:4]1[CH2:5][CH:6]([O:10][Si:11]([c:12]2[cH:13][cH:14][cH:15][cH:16][cH:17]2)([c:18]2[cH:19][cH:20][cH:21][cH:22][cH:23]2)[C:24]([CH3:25])([CH3:26])[CH3:27])[CH2:7][CH2:8][CH2:9]1.[CH3:34][CH2:35][O:36][CH2:37][CH3:38].[I+3:28]([O-:29])([O-:30])([O-:31])[O-:32].[Na+:33].[OH2:39]>>[CH2:1]([CH:2]=[O:29])[CH:4]1[CH2:5][CH:6]([O:10][Si:11]([c:12]2[cH:13][cH:14][cH:15][cH:16][cH:17]2)([c:18]2[cH:19][cH:20][cH:21][cH:22][cH:23]2)[C:24]([CH3:25])([CH3:26])[CH3:27])[CH2:7][CH2:8][CH2:9]1.